Task: describe an organic reaction: reactants, conditions, products, and yield. Dataset: the Open Reaction Database (ORD), a public repository of structured organic reaction records The reactants are BrC=1N=C(N(C1C(C)(C)C1=CC(=C(C=C1)Cl)Cl)C1=CC=C(C=C1)F)SCC1=C(C=CC=C1F)Cl (4-bromo-2-(2-chloro-6-fluorobenzylthio)-5-(2-(3,4-dichlorophenyl)propan-2-yl)-1-(4-fluorophenyl)-1H-imidazole), C1(=CC=CC=C1)B(O)O (phenylboronic acid), COC1=C(C=CC=C1)P(C1=C(C=CC=C1)OC)C1=C(C=CC=C1)OC (tris(2-methoxyphenyl)phosphine), [O-]P(=O)([O-])[O-].[K+].[K+].[K+] (K3PO4). The reagents and catalysts are CC(=O)[O-].CC(=O)[O-].[Pd+2] (Pd(OAc)2). Run in C(C)O.O (EtOH—H2O). The product is ClC1=C(CSC=2N(C(=C(N2)C2=CC=CC=C2)C(C)(C)C2=CC(=C(C=C2)Cl)Cl)C2=CC=C(C=C2)F)C(=CC=C1)F (2-(2-chloro-6-fluorobenzylthio)-5-(2-(3,4-dichlorophenyl)propan-2-yl)-1-(4-fluorophenyl)-4-phenyl-1H-imidazole). Isolated yield 17.1%. As a reaction SMILES: Br[C:2]1[N:3]=[C:4]([S:25][CH2:26][C:27]2[C:32]([F:33])=[CH:31][CH:30]=[CH:29][C:28]=2[Cl:34])[N:5]([C:18]2[CH:23]=[CH:22][C:21]([F:24])=[CH:20][CH:19]=2)[C:6]=1[C:7]([C:10]1[CH:15]=[CH:14][C:13]([Cl:16])=[C:12]([Cl:17])[CH:11]=1)([CH3:9])[CH3:8].[C:35]1(B(O)O)[CH:40]=[CH:39][CH:38]=[CH:37][CH:36]=1.COC1C=CC=CC=1P(C1C=CC=CC=1OC)C1C=CC=CC=1OC.[O-]P([O-])([O-])=O.[K+].[K+].[K+]>C(O)C.O.CC([O-])=O.CC([O-])=O.[Pd+2]>[Cl:34][C:28]1[CH:29]=[CH:30][CH:31]=[C:32]([F:33])[C:27]=1[CH2:26][S:25][C:4]1[N:5]([C:18]2[CH:23]=[CH:22][C:21]([F:24])=[CH:20][CH:19]=2)[C:6]([C:7]([C:10]2[CH:15]=[CH:14][C:13]([Cl:16])=[C:12]([Cl:17])[CH:11]=2)([CH3:9])[CH3:8])=[C:2]([C:35]2[CH:40]=[CH:39][CH:38]=[CH:37][CH:36]=2)[N:3]=1 |f:3.4.5.6,7.8,9.10.11|. Reported procedure: A mixture of 4-bromo-2-(2-chloro-6-fluorobenzylthio)-5-(2-(3,4-dichlorophenyl)propan-2-yl)-1-(4-fluorophenyl)-1H-imidazole (100 mg, 0.166 mmol), phenylboronic acid (40.5 mg, 0.332 mmol), Pd(OAc)2 (2 mg, 0.008 mmol), tris(2-methoxyphenyl)phosphine (6 mg, 0.017 mmol), and K3PO4 (106 mg, 0.498 mmol) in EtOH—H2O (3 mL, 10:1 v/v) was refluxed overnight. The reaction mixture was filtered through Celite™. The filtrate was concentrated in vacuo, dissolved in DCM (5 mL) and washed with H2O (5 mL). The or... Product: CCCCC#CC(=O)CC(C)C. The reactants are [Al+3], CC(C)CC(=O)Cl, CCCCC#C[Si](C)(C)C, [Cl-], [Cl-], [Cl-], ClC(Cl)(Cl)Cl. Reaction SMILES: [Al+3:2].[C:5]([CH2:6][CH:7]([CH3:8])[CH3:9])(=[O:10])[Cl:11].[CH3:12][Si:13]([CH3:14])([CH3:15])[C:16]#[C:17][CH2:18][CH2:19][CH2:20][CH3:21].[Cl-:1].[Cl-:3].[Cl-:4].[Cl:22][C:23]([Cl:24])([Cl:25])[Cl:26]>>[C:5]([CH2:6][CH:7]([CH3:8])[CH3:9])(=[O:10])[C:16]#[C:17][CH2:18][CH2:19][CH2:20][CH3:21]. The reactants are Cl (hydrochloric acid), ClC1=NC(=CC=C1[N+](=O)[O-])Cl (2,6-dichloro-3-nitropyridine), ClC1=C(N)C=C(C(=C1)OC)OCC1=C(C(=CC=C1OC)F)F (2-chloro-5-(2,3-difluoro-6-methoxybenzyloxy)-4-methoxyaniline), C(C)(C)N(C(C)C)CC (N,N-diisopropylethylamine). Solvent: C(C)#N (acetonitrile). Product: ClC1=CC=C(C(=N1)NC1=C(C=C(C(=C1)OCC1=C(C(=CC=C1OC)F)F)OC)Cl)[N+](=O)[O-] (6-chloro-2-[2-chloro-5-(2,3-difluoro-6-methoxybenzyloxy)-4-methoxyphenylamino]-3-nitropyridine). Yield: 50.7%. As a reaction SMILES: Cl[C:2]1[C:7]([N+:8]([O-:10])=[O:9])=[CH:6][CH:5]=[C:4]([Cl:11])[N:3]=1.[Cl:12][C:13]1[CH:19]=[C:18]([O:20][CH3:21])[C:17]([O:22][CH2:23][C:24]2[C:29]([O:30][CH3:31])=[CH:28][CH:27]=[C:26]([F:32])[C:25]=2[F:33])=[CH:16][C:14]=1[NH2:15].C(N(CC)C(C)C)(C)C.Cl>C(#N)C>[Cl:11][C:4]1[N:3]=[C:2]([NH:15][C:14]2[CH:16]=[C:17]([O:22][CH2:23][C:24]3[C:29]([O:30][CH3:31])=[CH:28][CH:27]=[C:26]([F:32])[C:25]=3[F:33])[C:18]([O:20][CH3:21])=[CH:19][C:13]=2[Cl:12])[C:7]([N+:8]([O-:10])=[O:9])=[CH:6][CH:5]=1. Reported procedure: A mixture of 2,6-dichloro-3-nitropyridine (0.97 g), 2-chloro-5-(2,3-difluoro-6-methoxybenzyloxy)-4-methoxyaniline (1.81 g) and N,N-diisopropylethylamine (0.87 mL) in acetonitrile (15 mL) was heated at reflux for 12 hours. The reaction mixture was poured into 1 mol/L hydrochloric acid, and the resulting mixture was extracted with ethyl acetate. The extract was washed with water and brine, and dried over anhydrous magnesium sulfate, and the solvent was removed under reduced pressure. The residual ...